Dataset: the Open Reaction Database (ORD), a public repository of structured organic reaction records. Task: describe an organic reaction: reactants, conditions, products, and yield Solvent: C(C)#N (acetonitrile). Reported procedure: 2.40 g (21.0 mmol) of dry potassium thioacetate were added to a solution, which had been cooled to 0° C., of 3.85 g (20.0 mmol) of tert.-butyl 4-chloroacetoacetate in 40 ml of anhydrous acetonitrile, and the mixture was stirred at this temperature for 30 min. It was then poured into a mixture of NaCl solution and ethyl acetate, the organic phase was separated off, extraction with 2×30 ml of ethyl acetate was carried out, and the extract was washed with water and dried over MgSO4. After evaporati... Isolated yield 83.0%. Starting materials: C(C)(=S)[O-].[K+] (potassium thioacetate), ClCC(CC(=O)OC(C)(C)C)=O (tert.-butyl 4-chloroacetoacetate), [Na+].[Cl-] (NaCl), C(C)(=O)OCC (ethyl acetate). As a reaction SMILES: C([O-])(=[S:3])C.[K+].Cl[CH2:7][C:8](=[O:17])[CH2:9][C:10]([O:12][C:13]([CH3:16])([CH3:15])[CH3:14])=O.[Na+].[Cl-].[C:20]([O:23]CC)(=O)[CH3:21]>C(#N)C>[C:20]([CH2:7][C:8](=[O:17])[CH2:9][C:10]([O:12][C:13]([CH3:16])([CH3:15])[CH3:14])=[S:3])(=[O:23])[CH3:21] |f:0.1,3.4|. Yields the product C(C)(=O)CC(CC(=S)OC(C)(C)C)=O (tert.-Butyl 4-acetylthioacetoacetate). Run at time 30 minute. Reactants: CC(=O)C.OS(=O)(=O)O.O=[Cr](=O)=O (Jones reagent), O[C@H]1C[C@H]2[C@H]([C@H]([C@H]3[C@@H]4C[C@H]([C@H]([C@@H](CCCO)C)[C@]4(CC[C@@H]3[C@]2(CC1)C)C)O)O)CC (3α,7α,16α,24-tetrahydroxy-6α-ethyl-5β-cholane), CO (Methanol). Run in CC(=O)C (acetone). Run at time 1 hour. Yields the product O=C1C[C@H]2[C@H](C([C@H]3[C@@H]4CC([C@H]([C@@H](CCC(=O)OC)C)[C@]4(CC[C@@H]3[C@]2(CC1)C)C)=O)=O)CC (Methyl 3,7,16-trioxo-6α-ethyl-5β-cholan-24-oate). As a reaction SMILES: C[C:2](C)=[O:3].OS(O)(=O)=O.O=[Cr](=O)=O.[OH:14][C@@H:15]1[CH2:37][CH2:36][C@@:35]2([CH3:38])[C@H:17]([C@@H:18]([CH2:42][CH3:43])[C@@H:19]([OH:41])[C@@H:20]3[C@@H:34]2[CH2:33][CH2:32][C@@:31]2([CH3:39])[C@H:21]3[CH2:22][C@@H:23]([OH:40])[C@@H:24]2[C@H:25]([CH3:30])[CH2:26][CH2:27][CH2:28][OH:29])[CH2:16]1.CO>CC(C)=O>[O:14]=[C:15]1[CH2:37][CH2:36][C@@:35]2([CH3:38])[C@H:17]([C@@H:18]([CH2:42][CH3:43])[C:19](=[O:41])[C@@H:20]3[C@@H:34]2[CH2:33][CH2:32][C@@:31]2([CH3:39])[C@H:21]3[CH2:22][C:23](=[O:40])[C@@H:24]2[C@H:25]([CH3:30])[CH2:26][CH2:27][C:28]([O:3][CH3:2])=[O:29])[CH2:16]1 |f:0.1.2|. Procedure details: Jones reagent (2 ml) was added dropwise to a stirred solution of the tetrol 7 (0.19 g, 0.45 mmol) in acetone (25 ml) at 0° C. and the mixture was stirred at room temperature for 1 h. Methanol (8 ml) was then added and the oxidized product was extracted with EtOAc (2×50 ml). The combined organic layers were dried over anhydrous sodium sulphate and evaporated to dryness under reduced pressure. The residue was dissolved in MeOH (80 ml), pTSA was added and the mixture was stirred at room temperature... Starting materials: CC1=NOC(=C1)C1=CC=C(C=C1)C(C)(C)C (3-Methyl-5-[4-(tert-butyl)phenyl]isoxazole), [H][H] (hydrogen). The reagents and catalysts are [Pt](=O)=O (platinum(IV) oxide). Solvent: C(C)O (ethanol). Product: NC(=CC(=O)C1=CC=C(C=C1)C(C)(C)C)C (3-Amino-1-[4-(tert-butyl)phenyl]but-2-en-1-one). RXN SMILES: [CH3:1][C:2]1[CH:6]=[C:5]([C:7]2[CH:12]=[CH:11][C:10]([C:13]([CH3:16])([CH3:15])[CH3:14])=[CH:9][CH:8]=2)[O:4][N:3]=1.[H][H]>[Pt](=O)=O.C(O)C>[NH2:3][C:2]([CH3:1])=[CH:6][C:5]([C:7]1[CH:8]=[CH:9][C:10]([C:13]([CH3:16])([CH3:15])[CH3:14])=[CH:11][CH:12]=1)=[O:4]. Procedure: 3-Methyl-5-[4-(tert-butyl)phenyl]isoxazole (900 mg, 4.18 mmol) is introduced into 20 ml of ethanol, platinum(IV) oxide catalyst (90 mg) is added and the mixture is then hydrogenated under atmospheric pressure hydrogen for 12 h. The catalyst is filtered off and the filtrate is concentrated. 897 mg (99% of theory) of the title compound are obtained as a white solid. Reactants: COS(=O)(=O)OC, CCCCCC, ClCCl, c1ccc2c(c1)[nH]c1c3ccccc3sc21. RXN SMILES: [CH3:1][O:2][S:3]([O:4][CH3:5])(=[O:6])=[O:7].[CH3:27][CH2:28][CH2:29][CH2:30][CH2:31][CH3:32].[Cl:24][CH2:25][Cl:26].[cH:8]1[cH:9][cH:10][cH:11][c:12]2[c:13]3[c:14]([nH:15][c:16]12)[c:17]1[c:18]([s:19]3)[cH:20][cH:21][cH:22][cH:23]1>>[CH3:1][n:15]1[c:14]2[c:13]([c:12]3[cH:11][cH:10][cH:9][cH:8][c:16]31)[s:19][c:18]1[c:17]2[cH:23][cH:22][cH:21][cH:20]1. The product is Cn1c2ccccc2c2sc3ccccc3c21.